Dataset: the Open Reaction Database (ORD), a public repository of structured organic reaction records. Task: describe an organic reaction: reactants, conditions, products, and yield Reactants: CO, Cl, NS(=O)(=O)NCC1COc2ccc([N+](=O)[O-])cc2O1, O=[N+]([O-])c1ccc(O)c(O)c1. Yields the product Nc1ccc2c(c1)OC(CNS(N)(=O)=O)CO2. Reaction SMILES: [CH3:31][OH:32].[ClH:33].[N+:1]([O-:2])(=[O:3])[c:4]1[cH:5][cH:6][c:7]2[c:8]([cH:19]1)[O:9][CH:10]([CH2:13][NH:14][S:15](=[O:16])(=[O:17])[NH2:18])[CH2:11][O:12]2.[OH:20][c:21]1[c:22]([OH:23])[cH:24][c:25]([N+:26](=[O:27])[O-:28])[cH:29][cH:30]1>>[NH2:1][c:4]1[cH:5][cH:6][c:7]2[c:8]([cH:19]1)[O:9][CH:10]([CH2:13][NH:14][S:15](=[O:16])(=[O:17])[NH2:18])[CH2:11][O:12]2.